Dataset: the Open Reaction Database (ORD), a public repository of structured organic reaction records. Task: describe an organic reaction: reactants, conditions, products, and yield Reactants: CC1=CC=C(O1)C=O (5-methylfuran-2-carbaldehyde), CC(C)=CC (2-methyl-2-butene), P(=O)(O)(O)[O-].[Na+] (sodium dihydrogenphosphate), Cl(=O)[O-].[Na+] (sodium chlorite), Cl (hydrochloric acid). The solvent is CC(C)(C)O (2-methyl-2-propanol), O (water). Conditions: time 15 minute. Yields the product CC1=CC=C(O1)C(=O)O (5-methylfuran-2-carboxylic acid). The yield is 24.0%. RXN SMILES: [CH3:1][C:2]1[O:6][C:5]([CH:7]=[O:8])=[CH:4][CH:3]=1.CC(=CC)C.P([O-])(O)(O)=[O:15].[Na+].Cl([O-])=O.[Na+].Cl>CC(O)(C)C.O>[CH3:1][C:2]1[O:6][C:5]([C:7]([OH:15])=[O:8])=[CH:4][CH:3]=1 |f:2.3,4.5|. Procedure: 5-Methylfuran-2-carbaldehyde (2.20 g, 20.0 mmol) obtained in Step 1 was dissolved in a mixed solvent of 2-methyl-2-propanol (150 mL) and water (40 mL), and 2-methyl-2-butene (10.6 mL, 100 mmol) and sodium dihydrogenphosphate (2.40 g, 20.0 mmol) were added thereto, followed by stirring at room temperature for 15 minutes. 79% sodium chlorite (8.01 g, 70.0 mmol) was added to the reaction mixture little by little, followed by stirring at room temperature for 1 hour. 4 mol/L hydrochloric acid was add...